This data is from the Open Reaction Database (ORD), a public repository of structured organic reaction records. The task is: describe an organic reaction: reactants, conditions, products, and yield Reactants: C(C)(C)(C)OC(=O)N1[C@H](CO)C[C@H](C1)OC (N-t-butoxycarbonyl-trans-4-methoxy-L-prolinol), C(C)(C)(C)OC(=O)N1[C@H](CO)CCC1 (N-t-butoxycarbonyl-L-prolinol). Yields the product C(C)(C)(C)OC(=O)N1[C@H](C=O)C[C@H](C1)OC (N-t-butoxycarbonyl-trans-4-methoxy-L-prolinal). Reaction SMILES: [C:1]([O:5][C:6]([N:8]1[CH2:14][C@H:13]([O:15][CH3:16])[CH2:12][C@H:9]1[CH2:10][OH:11])=[O:7])([CH3:4])([CH3:3])[CH3:2].C(OC(N1CCC[C@H]1CO)=O)(C)(C)C>>[C:1]([O:5][C:6]([N:8]1[CH2:14][C@H:13]([O:15][CH3:16])[CH2:12][C@H:9]1[CH:10]=[O:11])=[O:7])([CH3:4])([CH3:3])[CH3:2]. Procedure: With the exception that N-t-butoxycarbonyl-trans-4-methoxy-L-prolinol, instead of N-t-butoxycarbonyl-L-prolinol, was used, the same procedure as in Preparation Example 1-1 was repeated to afford the title compound. 40.8 g (97%). The reactants are CC(C)=CCO, CCOC(=O)N=NC(=O)OCC, C1CCOC1, O=C1C=C(O)C(=O)c2ccccc21, c1ccc(P(c2ccccc2)c2ccccc2)cc1. Product: CC(C)=CCOC1=CC(=O)c2ccccc2C1=O. As a reaction SMILES: [CH3:45][C:46](=[CH:47][CH2:48][OH:49])[CH3:50].[O:33]=[C:34]([O:35][CH2:36][CH3:37])[N:38]=[N:39][C:40]([O:41][CH2:42][CH3:43])=[O:44].[O:51]1[CH2:52][CH2:53][CH2:54][CH2:55]1.[OH:1][C:2]1=[CH:3][C:4](=[O:5])[c:6]2[cH:7][cH:8][cH:9][cH:10][c:11]2[C:12]1=[O:13].[c:14]1([P:15]([c:16]2[cH:17][cH:18][cH:19][cH:20][cH:21]2)[c:22]2[cH:23][cH:24][cH:25][cH:26][cH:27]2)[cH:28][cH:29][cH:30][cH:31][cH:32]1>>[O:1]([C:2]1=[CH:3][C:4](=[O:5])[c:6]2[cH:7][cH:8][cH:9][cH:10][c:11]2[C:12]1=[O:13])[CH2:48][CH:47]=[C:46]([CH3:45])[CH3:50].